From a dataset of the Open Reaction Database (ORD), a public repository of structured organic reaction records. describe an organic reaction: reactants, conditions, products, and yield Starting materials: ClC1=CC=C(C=C1)B(O)O (4-chlorophenylboronic acid), BrC=1C=C(C=CC1)C(C(C)C)(O)C=1N=CN(C1)C(C1=CC=CC=C1)(C1=CC=CC=C1)C1=CC=CC=C1 (1-(3-bromophenyl)-2-methyl-1-(1-trityl-1H-imidazol-4-yl)-1-propanol). Yields the product ClC1=CC=C(C=C1)C1=CC(=CC=C1)C(C(C)C)(O)C=1N=CN(C1)C(C1=CC=CC=C1)(C1=CC=CC=C1)C1=CC=CC=C1 (1-(4′-chloro[1,1′-biphenyl]-3-yl)-2-methyl-1-(1-trityl-1H-imidazol-4-yl)-1-propanol). Isolated yield 69.9%. As a reaction SMILES: [Cl:1][C:2]1[CH:7]=[CH:6][C:5](B(O)O)=[CH:4][CH:3]=1.Br[C:12]1[CH:13]=[C:14]([C:18]([C:23]2[N:24]=[CH:25][N:26]([C:28]([C:41]3[CH:46]=[CH:45][CH:44]=[CH:43][CH:42]=3)([C:35]3[CH:40]=[CH:39][CH:38]=[CH:37][CH:36]=3)[C:29]3[CH:34]=[CH:33][CH:32]=[CH:31][CH:30]=3)[CH:27]=2)([OH:22])[CH:19]([CH3:21])[CH3:20])[CH:15]=[CH:16][CH:17]=1>>[Cl:1][C:2]1[CH:7]=[CH:6][C:5]([C:16]2[CH:17]=[CH:12][CH:13]=[C:14]([C:18]([C:23]3[N:24]=[CH:25][N:26]([C:28]([C:29]4[CH:34]=[CH:33][CH:32]=[CH:31][CH:30]=4)([C:35]4[CH:40]=[CH:39][CH:38]=[CH:37][CH:36]=4)[C:41]4[CH:42]=[CH:43][CH:44]=[CH:45][CH:46]=4)[CH:27]=3)([OH:22])[CH:19]([CH3:20])[CH3:21])[CH:15]=2)=[CH:4][CH:3]=1. Reported procedure: By the reaction in the same manner as in Example 1-(i) using 4-chlorophenylboronic acid (0.49 g) and 1-(3-bromophenyl)-2-methyl-1-(1-trityl-1H-imidazol-4-yl)-1-propanol (1.04 g), the title compound (0.77 g) was obtained as a coloress solid. Reactants: Clc1ccc(Br)cn1, CC(C)(C)OC(=O)NC(Cc1ccc(O)cc1)C(=O)O, CS(C)=O, Clc1ccnc2ccccc12, O. The product is CC(C)(C)OC(=O)NC(Cc1ccc(Oc2ccnc3ccccc23)cc1)C(=O)O. As a reaction SMILES: [Br:32][c:33]1[cH:34][cH:35][c:36]([Cl:37])[n:38][cH:39]1.[C:1](=[O:2])([O:3][C:4]([CH3:5])([CH3:6])[CH3:7])[NH:8][CH:9]([CH2:10][c:11]1[cH:12][cH:13][c:14]([OH:17])[cH:15][cH:16]1)[C:18](=[O:19])[OH:20].[CH3:41][S:42]([CH3:43])=[O:44].[Cl:21][c:22]1[cH:23][cH:24][n:25][c:26]2[cH:27][cH:28][cH:29][cH:30][c:31]12.[OH2:40]>>[C:1](=[O:2])([O:3][C:4]([CH3:5])([CH3:6])[CH3:7])[NH:8][CH:9]([CH2:10][c:11]1[cH:12][cH:13][c:14]([O:17][c:22]2[cH:23][cH:24][n:25][c:26]3[cH:27][cH:28][cH:29][cH:30][c:31]23)[cH:15][cH:16]1)[C:18](=[O:19])[OH:20]. Starting materials: C(C)(=O)OCC (ethyl acetate), COC(C1=C(C=CC=C1I)CBr)=O (2-bromomethyl-6-iodo-benzoic acid methyl ester), COC=1C=C(CN)C=CC1 (3-methoxy-benzylamine), C(=O)([O-])[O-].[K+].[K+] (K2CO3). Solvent: C1(=CC=CC=C1)C (toluene), CCCCCC (hexane). Reaction conditions: temperature 100 celsius, time 2 hour. Yields the product IC=1C=CC=C2CN(C(C12)=O)CC1=CC(=CC=C1)OC (7-iodo-2-(3-methoxy-benzyl)-2,3-dihydro-isoindol-1-one). Isolated yield 27.3%. As a reaction SMILES: CO[C:3](=[O:13])[C:4]1[C:9]([I:10])=[CH:8][CH:7]=[CH:6][C:5]=1[CH2:11]Br.[CH3:14][O:15][C:16]1[CH:17]=[C:18]([CH:21]=[CH:22][CH:23]=1)[CH2:19][NH2:20].C([O-])([O-])=O.[K+].[K+].C(OCC)(=O)C>C1(C)C=CC=CC=1.CCCCCC>[I:10][C:9]1[CH:8]=[CH:7][CH:6]=[C:5]2[C:4]=1[C:3](=[O:13])[N:20]([CH2:19][C:18]1[CH:21]=[CH:22][CH:23]=[C:16]([O:15][CH3:14])[CH:17]=1)[CH2:11]2 |f:2.3.4|. Procedure: A mixture of 2-bromomethyl-6-iodo-benzoic acid methyl ester (0.107 g, 0.3 mmol), 3-methoxy-benzylamine (0.052 mL, 0.4 mmol), and K2CO3 (0.138 g, 1.0 mmol) in toluene (5 mL) was heated with stirring at 100° C. for 2 h. Workup and silica gel column chromatography using 30% ethyl acetate in hexane afforded 7-iodo-2-(3-methoxy-benzyl)-2,3-dihydro-isoindol-1-one (0.031 g, 27%). 1H NMR (300 MHz, CDCl3): δ (ppm) 3.78 (s, 3H), 4.16 (s, 2H), 4.74 (s, 2H), 6.79 (m, 3H), 7.14-7.38 (m, 3H), 7.91 (d, 1H). GC... Starting materials: CCCCCC[Mg+], COC(=O)c1ccc(C=O)cc1, [Cl-]. Product: CCCCCCC(O)c1ccc(C(=O)OC)cc1. As a reaction SMILES: [CH2:14]([CH2:15][CH2:16][CH2:17][CH2:18][CH3:19])[Mg+:20].[CH3:1][O:2][C:3]([c:4]1[cH:5][cH:6][c:7]([CH:10]=[O:11])[cH:8][cH:9]1)=[O:12].[Cl-:13]>>[CH3:1][O:2][C:3]([c:4]1[cH:5][cH:6][c:7]([CH:10]([OH:11])[CH2:14][CH2:15][CH2:16][CH2:17][CH2:18][CH3:19])[cH:8][cH:9]1)=[O:12]. Reactants: O=C=O, [Li]CCCC, CCOCC, Clc1sccc1Br. Yields the product O=C(O)c1ccsc1Cl. Reaction SMILES: [C:13](=[O:14])=[O:15].[CH2:8]([Li:9])[CH2:10][CH2:11][CH3:12].[CH3:16][CH2:17][O:18][CH2:19][CH3:20].[Cl:1][c:2]1[s:3][cH:4][cH:5][c:6]1[Br:7]>>[Cl:1][c:2]1[s:3][cH:4][cH:5][c:6]1[C:13](=[O:14])[OH:15]. Reactants: [I-].FC1=CC=2C=CC=3N(C2C=C1)C1=[N+](C=2C=CC=CC2C=C1)C3 (10-fluoroimidazo[1,2-a:3,4-a']diquinolin-15-ium iodide), N1CCCC1 (pyrrolidine). The solvent is CO (methanol). Reaction conditions: temperature 190 celsius. Product: [I-].N1(CCCC1)C1=CC=2C=CC=3N(C2C=C1)C1=[N+](C=2C=CC=CC2C=C1)C3 (10-(1-Pyrrolidinyl)imidazo[1,2-a:3,4-a']diquinolin-15-ium Iodide). Reaction SMILES: [I-:1].F[C:3]1[CH:12]=[CH:11][C:10]2[N:9]3[C:13]4[CH:22]=[CH:21][C:20]5[CH:19]=[CH:18][CH:17]=[CH:16][C:15]=5[N+:14]=4[CH:23]=[C:8]3[CH:7]=[CH:6][C:5]=2[CH:4]=1.[NH:24]1[CH2:28][CH2:27][CH2:26][CH2:25]1>CO>[I-:1].[N:24]1([C:3]2[CH:12]=[CH:11][C:10]3[N:9]4[C:13]5[CH:22]=[CH:21][C:20]6[CH:19]=[CH:18][CH:17]=[CH:16][C:15]=6[N+:14]=5[CH:23]=[C:8]4[CH:7]=[CH:6][C:5]=3[CH:4]=2)[CH2:28][CH2:27][CH2:26][CH2:25]1 |f:0.1,4.5|. Reported procedure: A mixture of 4.14 g. of 10-fluoroimidazo[1,2-a:3,4-a']diquinolin-15-ium iodide, 3.6 g. of pyrrolidine and 100 ml. of methanol is stirred and heated in a pressure vessel at 190° C. for 24 hours, then cooled and evaporated at reduced pressure. The resulting precipitate of 10-(1-pyrrolidinyl)imidazo[1,2-a:3,4-a']diquinolin-15-ium iodide is collected and washed with cold methanol; m.p. 350°-355° C., after crystallization from dimethylformamide.